This data is from the Open Reaction Database (ORD), a public repository of structured organic reaction records. The task is: describe an organic reaction: reactants, conditions, products, and yield Reactants: FC(COCC1OC1)(F)C1=NN=C2N1C=C(C=C2)C2=CC=C(C=C2)OC(F)(F)F (3-(1,1-difluoro-2-(oxiran-2-ylmethoxy)ethyl)-6-(4-(trifluoromethoxy)phenyl)-[1,2,4]triazolo[4,3-a]pyridine), [H-].[Na+] (sodium hydride), ClC1=C(C=CC=C1)O (2-chlorophenol), C([O-])([O-])=O.[K+].[K+] (potassium carbonate). Solvent: CC(=O)C (acetone), CN(C)C=O (DMF). Yields the product ClC1=C(OCC(COCC(C2=NN=C3N2C=C(C=C3)C3=CC=C(C=C3)OC(F)(F)F)(F)F)O)C=CC=C1 (1-(2-chlorophenoxy)-3-(2,2-difluoro-2-(6-(4-(trifluoromethoxy)phenyl)-[1,2,4]triazolo[4,3-a]pyridin-3-yl)ethoxy)propan-2-ol). As a reaction SMILES: [F:1][C:2]([C:10]1[N:14]2[CH:15]=[C:16]([C:19]3[CH:24]=[CH:23][C:22]([O:25][C:26]([F:29])([F:28])[F:27])=[CH:21][CH:20]=3)[CH:17]=[CH:18][C:13]2=[N:12][N:11]=1)([F:9])[CH2:3][O:4][CH2:5][CH:6]1[CH2:8][O:7]1.[Cl:30][C:31]1[CH:36]=[CH:35][CH:34]=[CH:33][C:32]=1[OH:37].C(=O)([O-])[O-].[K+].[K+].[H-].[Na+]>CC(C)=O.CN(C=O)C>[Cl:30][C:31]1[CH:36]=[CH:35][CH:34]=[CH:33][C:32]=1[O:37][CH2:8][CH:6]([OH:7])[CH2:5][O:4][CH2:3][C:2]([F:9])([F:1])[C:10]1[N:14]2[CH:15]=[C:16]([C:19]3[CH:24]=[CH:23][C:22]([O:25][C:26]([F:27])([F:28])[F:29])=[CH:21][CH:20]=3)[CH:17]=[CH:18][C:13]2=[N:12][N:11]=1 |f:2.3.4,5.6|. Reported procedure: To a round bottom flask was added 3-(1,1-difluoro-2-(oxiran-2-ylmethoxy)ethyl)-6-(4-(trifluoromethoxy)phenyl)-[1,2,4]triazolo[4,3-a]pyridine, prepared as described in Example 15, and 2-chlorophenol in acetone followed by potassium carbonate (sodium hydride in DMF at RT will also work). The reaction mixture was refluxed overnight. Potassium carbonate was filtered off. The filtrate was concentrated down and purified by prep TLC followed by prep HPLC to afford 1-(2-chlorophenoxy)-3-(2,2-difluoro-2-... As a reaction SMILES: Cl[C:2]1[C:13]2=[C:14]3[N:9]([CH2:10][CH2:11][CH2:12]2)[CH:8]=[C:7]([C:15]([OH:17])=[O:16])[C:6](=[O:18])[C:5]3=[CH:4][CH:3]=1.[CH3:19][N:20]1[CH2:25][CH2:24][NH:23][CH2:22][CH2:21]1.Cl>CS(C)=O>[CH3:19][N:20]1[CH2:25][CH2:24][N:23]([C:2]2[C:13]3=[C:14]4[N:9]([CH2:10][CH2:11][CH2:12]3)[CH:8]=[C:7]([C:15]([OH:17])=[O:16])[C:6](=[O:18])[C:5]4=[CH:4][CH:3]=2)[CH2:22][CH2:21]1. Yields the product CN1CCN(CC1)C1=CC=C2C(C(=CN3CCCC1=C23)C(=O)O)=O (8-(4-methyl-1-piperazinyl)-6,7-dihydro-1-oxo-1H,5H-benzo-[ij]quinolizine-2-carboxylic acid). The solvent is CS(=O)C (dimethylsulfoxide). Procedure details: 4.0 g of 8-chloro-6,7-dihydro-1-oxo-1H,5H-benzo-[ij]quinolizine-2-carboxylic acid and 4.6 g of N-methylpiperazine was added to 10 ml of anhydrous dimethylsulfoxide and the mixture was heated on an oil bath at 150° to 160° C. for 8 hours while stirring. After completion of the reaction, the solvent and excessive methylpiperazine were removed under reduced pressure and a mixture of methanol and diethyl ether was added to form precipitates which were separated by filtration and washed with diethyl ... Reactants: ClC1=CC=C2C(C(=CN3CCCC1=C23)C(=O)O)=O (8-chloro-6,7-dihydro-1-oxo-1H,5H-benzo-[ij]quinolizine-2-carboxylic acid), CN1CCNCC1 (N-methylpiperazine), Cl (hydrochloric acid). Yield: 20.1%. Reactants: CO, [H][H], CC(C)(C)OC(=O)NC1CCC(Nc2nc(N3CCc4cc([N+](=O)[O-])ccc43)c3ncn(C(=O)OC(C)(C)C)c3n2)CC1. Product: CC(C)(C)OC(=O)NC1CCC(Nc2nc(N3CCc4cc(N)ccc43)c3ncn(C(=O)OC(C)(C)C)c3n2)CC1. Reaction SMILES: [CH3:46][OH:47].[H:44][H:45].[N+:1]([O-:2])(=[O:3])[c:4]1[cH:5][c:6]2[c:10]([cH:11][cH:12]1)[N:9]([c:13]1[c:14]3[n:15][cH:16][n:17]([C:37](=[O:38])[O:39][C:40]([CH3:41])([CH3:42])[CH3:43])[c:18]3[n:19][c:20]([NH:22][CH:23]3[CH2:24][CH2:25][CH:26]([NH:29][C:30](=[O:31])[O:32][C:33]([CH3:34])([CH3:35])[CH3:36])[CH2:27][CH2:28]3)[n:21]1)[CH2:8][CH2:7]2>>[NH2:1][c:4]1[cH:5][c:6]2[c:10]([cH:11][cH:12]1)[N:9]([c:13]1[c:14]3[n:15][cH:16][n:17]([C:37](=[O:38])[O:39][C:40]([CH3:41])([CH3:42])[CH3:43])[c:18]3[n:19][c:20]([NH:22][CH:23]3[CH2:24][CH2:25][CH:26]([NH:29][C:30](=[O:31])[O:32][C:33]([CH3:34])([CH3:35])[CH3:36])[CH2:27][CH2:28]3)[n:21]1)[CH2:8][CH2:7]2. Starting materials: OC1=CC(=NC=2N1N=C(N2)CC(=O)OC)C (7-hydroxy-2-methoxycarbonylmethyl-5-methyl-s-triazolo[1,5-a]pyrimidine), P(=O)(Cl)(Cl)Cl (phosphorus oxychloride). The product is ClC1=CC(=NC=2N1N=C(N2)CC(=O)OC)C (7-chloro-2-methoxycarbonylmethyl-5-methyl-s-triazolo[1,5-a]pyrimidine). As a reaction SMILES: O[C:2]1[N:7]2[N:8]=[C:9]([CH2:11][C:12]([O:14][CH3:15])=[O:13])[N:10]=[C:6]2[N:5]=[C:4]([CH3:16])[CH:3]=1.P(Cl)(Cl)([Cl:19])=O>>[Cl:19][C:2]1[N:7]2[N:8]=[C:9]([CH2:11][C:12]([O:14][CH3:15])=[O:13])[N:10]=[C:6]2[N:5]=[C:4]([CH3:16])[CH:3]=1. Procedure: A solution of the product obtained in Step 3 (1.5 g) in 15 ml of phosphorus oxychloride was refluxed for two hours, excess phosphorus oxychloride was distilled off, the residue was dissolved in chloroform, and the solution was washed with ice water. After removing the solvent from the organic layer under reduced pressure, the residue was purified by silica gel chromatography, affording 1 g of the objective compound. Starting materials: ClC1=C(/C=N/O)C(=CC=C1)SC ((E)-2-Chloro-6-(methylthio)benzaldehyde oxime), S(=O)(=O)(Cl)Cl (Sulfuryl chloride). Run in C1(=CC=CC=C1)C (toluene). Conditions: temperature 80 celsius. Product: ClC1=CC=CC2=C1C(NS2)=O (4-Chlorobenzo [d]isothiazol-3(2H)-one). Reaction SMILES: [Cl:1][C:2]1[CH:10]=[CH:9][CH:8]=[C:7]([S:11]C)[C:3]=1/[CH:4]=[N:5]/O.S(Cl)(Cl)(=O)=[O:14]>C1(C)C=CC=CC=1>[Cl:1][C:2]1[C:3]2[C:4](=[O:14])[NH:5][S:11][C:7]=2[CH:8]=[CH:9][CH:10]=1. Procedure: (E)-2-Chloro-6-(methylthio)benzaldehyde oxime (12.37 g) was dissolved in toluene (35 mL). Sulfuryl chloride (5.4 ml, 66.24 mmol) was added, dropwise to the solution at 0° C., followed by heating at 80° C. for 1 h. After the completion of the reaction, the reaction mixture was cooled to room temperature and a white precipitate formed. The solid was collected by vacuum filtration, washed with toluene and air dried to 4-chlorobenzo[d]isothiazol-3(2H)-one (6 g). (This method is general for other 2-(... Reactants: NC1=C(C=C(C#N)C=C1)NC1=C(C=C(C=C1)F)F (4-amino-3-(2,4-difluorophenylamino)benzonitrile), CS(=O)(=O)Cl (methanesulfonyl chloride). The solvent is N1=CC=CC=C1 (pyridine). Run at time 4 hour. Yields the product C(#N)C1=CC(=C(NS(=O)(=O)C)C=C1)NC1=C(C=C(C=C1)F)F (4'-cyano-2'-(2,4-difluorophenylamino)methanesulfonanilide). Reaction SMILES: [NH2:1][C:2]1[CH:9]=[CH:8][C:5]([C:6]#[N:7])=[CH:4][C:3]=1[NH:10][C:11]1[CH:16]=[CH:15][C:14]([F:17])=[CH:13][C:12]=1[F:18].[CH3:19][S:20](Cl)(=[O:22])=[O:21]>N1C=CC=CC=1>[C:6]([C:5]1[CH:8]=[CH:9][C:2]([NH:1][S:20]([CH3:19])(=[O:22])=[O:21])=[C:3]([NH:10][C:11]2[CH:16]=[CH:15][C:14]([F:17])=[CH:13][C:12]=2[F:18])[CH:4]=1)#[N:7]. Procedure details: A mixture of 4-amino-3-(2,4-difluorophenylamino)benzonitrile (1.2 g) and methanesulfonyl chloride (0.45 ml) in pyridine (12 ml) was stirred for 4 hours at room temperature. Pyridine was evaporated and the residue was stirred with an aqueous solution of sodium hydroxide (5%; 40 ml) for 10 minutes. The solution was washed with toluene, acidified to pH 3 with hydrochloric acid, and extracted with ethyl acetate. The extract was washed with water, dried and evaporated to dryness. The residue (1.4 g) ... Starting materials: ClCCl, FC(F)(F)c1ccc(C2NCCc3ccccc32)cc1, [I-], C[n+]1ccn(C(=O)N(CCN2C(=O)c3ccccc3C2=O)c2ccc(F)cc2)c1. Yields the product O=C1c2ccccc2C(=O)N1CCN(C(=O)N1CCc2ccccc2C1c1ccc(C(F)(F)F)cc1)c1ccc(F)cc1. RXN SMILES: [Cl:51][CH2:52][Cl:53].[F:1][C:2]([c:3]1[cH:4][cH:5][c:6]([CH:9]2[NH:10][CH2:11][CH2:12][c:13]3[cH:14][cH:15][cH:16][cH:17][c:18]32)[cH:7][cH:8]1)([F:19])[F:20].[I-:21].[O:22]=[C:23]1[N:24]([CH2:33][CH2:34][N:35]([C:36](=[O:37])[n:38]2[cH:39][cH:40][n+:41]([CH3:42])[cH:43]2)[c:44]2[cH:45][cH:46][c:47]([F:50])[cH:48][cH:49]2)[C:25](=[O:32])[c:26]2[cH:27][cH:28][cH:29][cH:30][c:31]21>>[F:1][C:2]([c:3]1[cH:4][cH:5][c:6]([CH:9]2[N:10]([C:36]([N:35]([CH2:34][CH2:33][N:24]3[C:23](=[O:22])[c:31]4[c:26]([cH:27][cH:28][cH:29][cH:30]4)[C:25]3=[O:32])[c:44]3[cH:45][cH:46][c:47]([F:50])[cH:48][cH:49]3)=[O:37])[CH2:11][CH2:12][c:13]3[cH:14][cH:15][cH:16][cH:17][c:18]32)[cH:7][cH:8]1)([F:19])[F:20]. The reactants are N1=C2C(=NC=C1)C(=O)OC2=O (2,3-pyrazinedicarboxylic anhydride), O.NN (hydrazine hydrate), C(C)(=O)O (acetic acid). Yields the product N1=CC=NC2=C1C(NNC2=O)=O (6,7-dihydropyrazino[2,3-d]pyridazine-5,8-dione). RXN SMILES: [N:1]1[CH:6]=[CH:5][N:4]=[C:3]2[C:7]([O:9][C:10](=[O:11])[C:2]=12)=O.O.[NH2:13][NH2:14].C(O)(=O)C>>[N:1]1[C:2]2[C:10](=[O:11])[NH:13][NH:14][C:7](=[O:9])[C:3]=2[N:4]=[CH:5][CH:6]=1 |f:1.2|. Procedure details: The title compound was prepared according to a literature procedure (Paul, D. B. Aust. J Chem. 1974, 27, 1331). As described therein, 2,3-pyrazinedicarboxylic anhydride (5.00 g, 33.3 mmol), hydrazine hydrate (2.8 g, 56 mmol), and acetic acid (40.4 ml, 33.3 mmol) were mixed at RT. White precipitated crashed out. The reaction was heated under reflux for approximately 20 min. The reaction was cooled to RT and the solids were filtered, washed with water, and dried under vacuum. The product, 6,7-dihy...